The task is: describe an organic reaction: reactants, conditions, products, and yield. This data is from the Open Reaction Database (ORD), a public repository of structured organic reaction records. Reactants: ClC1=CC(=C(C=C1)C(=O)C1=C(N=C2N1N=C(C=C2)Cl)C)F ((4-chloro-2-fluorophenyl)(6-chloro-2-methylimidazo[1,2-b]pyridazin-3-yl)methanone), C1=CC=C2C(=C1)C(=O)N(C2=O)CC(=O)O (N-phthaloylglycine), FC(C(=O)O)(F)F (trifluoroacetic acid), S(=O)(=O)([O-])OOS(=O)(=O)[O-].[NH4+].[NH4+] (ammonium persulfate). The reagents and catalysts are [N+](=O)([O-])[O-].[Ag+] (silver nitrate). The solvent is O (water), C(C)#N (acetonitrile), O (water). Run at temperature 70 celsius, time 20 minute. The product is ClC=1C=C(C=2N(N1)C(=C(N2)C)C(C2=C(C=C(C=C2)Cl)F)=O)CN2C(C1=CC=CC=C1C2=O)=O (2-((6-Chloro-3-(4-chloro-2-fluorobenzoyl)-2-methylimidazo[1,2-b]pyridazin-8-yl)methyl)isoindoline-1,3-dione). As a reaction SMILES: [Cl:1][C:2]1[CH:7]=[CH:6][C:5]([C:8]([C:10]2[N:14]3[N:15]=[C:16]([Cl:19])[CH:17]=[CH:18][C:13]3=[N:12][C:11]=2[CH3:20])=[O:9])=[C:4]([F:21])[CH:3]=1.[CH:22]1[CH:27]=[C:26]2[C:28]([N:30]([CH2:33]C(O)=O)[C:31](=[O:32])[C:25]2=[CH:24][CH:23]=1)=[O:29].FC(F)(F)C(O)=O.S(OOS([O-])(=O)=O)([O-])(=O)=O.[NH4+].[NH4+]>O.[N+]([O-])([O-])=O.[Ag+].C(#N)C>[Cl:19][C:16]1[CH:17]=[C:18]([CH2:33][N:30]2[C:31](=[O:32])[C:25]3[C:26](=[CH:27][CH:22]=[CH:23][CH:24]=3)[C:28]2=[O:29])[C:13]2[N:14]([C:10]([C:8](=[O:9])[C:5]3[CH:6]=[CH:7][C:2]([Cl:1])=[CH:3][C:4]=3[F:21])=[C:11]([CH3:20])[N:12]=2)[N:15]=1 |f:3.4.5,7.8|. Procedure details: Combine (4-chloro-2-fluorophenyl)(6-chloro-2-methylimidazo[1,2-b]pyridazin-3-yl)methanone (5.6 g, 17.3 mmol), N-phthaloylglycine (6.0 g, 1.7 equiv.), acetonitrile (60 mL), water (15 mL), trifluoroacetic acid (0.26 mL, 0.2 equiv.), and silver nitrate (294 mg, 0.1 equiv.) in a round bottom flask with attached addition funnel and place under nitrogen. Heat to 70° C. and maintain at this temperature for 15 min. Dissolve ammonium persulfate (7.1 g, 1.8 equiv.) in water (15 mL) and charge to an additi... The reactants are C1(CC1)NC(=O)C=1N=NN(C1\C=C\C=1N(C=CN1)C(C1=CC=CC=C1)(C1=CC=CC=C1)C1=CC=CC=C1)C1=CC=C(C=C1)C(=O)NCC (N-Cyclopropyl-1-{4-[(ethylamino)carbonyl]phenyl}-5-[(E)-2-(1-trityl-1H-imidazol-2-yl)vinyl]-1H-1,2,3-triazole-4-carboxamide). Solvent: FC(C(=O)O)(F)F (trifluoroacetic acid). Run at time 30 minute. The product is C1(CC1)NC(=O)C=1N=NN(C1\C=C\C=1NC=CN1)C1=CC=C(C=C1)C(=O)NCC (N-cyclopropyl-1-{4-[(ethylamino)carbonyl]phenyl}-5-[(E)-2-(1H-imidazol-2-yl)vinyl]-1H-1,2,3-triazole-4-carboxamide). The yield is 53.2%. RXN SMILES: [CH:1]1([NH:4][C:5]([C:7]2[N:8]=[N:9][N:10]([C:38]3[CH:43]=[CH:42][C:41]([C:44]([NH:46][CH2:47][CH3:48])=[O:45])=[CH:40][CH:39]=3)[C:11]=2/[CH:12]=[CH:13]/[C:14]2[N:15](C(C3C=CC=CC=3)(C3C=CC=CC=3)C3C=CC=CC=3)[CH:16]=[CH:17][N:18]=2)=[O:6])[CH2:3][CH2:2]1>FC(F)(F)C(O)=O>[CH:1]1([NH:4][C:5]([C:7]2[N:8]=[N:9][N:10]([C:38]3[CH:39]=[CH:40][C:41]([C:44]([NH:46][CH2:47][CH3:48])=[O:45])=[CH:42][CH:43]=3)[C:11]=2/[CH:12]=[CH:13]/[C:14]2[NH:18][CH:17]=[CH:16][N:15]=2)=[O:6])[CH2:2][CH2:3]1. Procedure: N-Cyclopropyl-1-{4-[(ethylamino)carbonyl]phenyl}-5-[(E)-2-(1-trityl-1H-imidazol-2-yl)vinyl]-1H-1,2,3-triazole-4-carboxamide (670 mg) obtained in Example 322a) was dissolved in trifluoroacetic acid (5 ml), and the mixture was stirred at room temperature for 30 min. The reaction mixture was concentrated under reduced pressure, and the obtained residue was dissolved in chloroform. This chloroform solution was washed with saturated aqueous sodium hydrogen carbonate solution and saturated aqueous sod... Starting materials: Br, CC(=O)O, C1COOOC1, c1ccc2c(c1)oc1ccccc12. The product is BrCc1ccc2oc3ccccc3c2c1. RXN SMILES: [BrH:20].[CH3:21][C:22](=[O:23])[OH:24].[O:14]1[CH2:15][CH2:16][CH2:17][O:18][O:19]1.[cH:1]1[cH:2][cH:3][c:4]2[c:5]([cH:6]1)[o:7][c:8]1[cH:9][cH:10][cH:11][cH:12][c:13]21>>[cH:1]1[cH:2][cH:3][c:4]2[c:5]([cH:6]1)[o:7][c:8]1[cH:9][cH:10][c:11]([CH2:17][Br:20])[cH:12][c:13]21. Starting materials: C[C@]1(CCN2C(O1)=NC(=C2)[N+](=O)[O-])CO ([(7S)-7-methyl-2-nitro-6,7-dihydro-5H-imidazo[2,1-b][1,3]oxazin-7-yl]methanol), BrC1=CC=C(CBr)C=C1 (4-bromobenzyl bromide), [H-].[Na+] (NaH). Product: BrC1=CC=C(COC[C@@]2(CCN3C(O2)=NC(=C3)[N+](=O)[O-])C)C=C1 ((7S)-7-{[(4-bromobenzyl)oxy]methyl}-7-methyl-2-nitro-6,7-dihydro-5H-imidazo[2,1-b][1,3]oxazine). Isolated yield 61.0%. As a reaction SMILES: [CH3:1][C@:2]1([CH2:14][OH:15])[O:7][C:6]2=[N:8][C:9]([N+:11]([O-:13])=[O:12])=[CH:10][N:5]2[CH2:4][CH2:3]1.[Br:16][C:17]1[CH:24]=[CH:23][C:20]([CH2:21]Br)=[CH:19][CH:18]=1.[H-].[Na+]>>[Br:16][C:17]1[CH:24]=[CH:23][C:20]([CH2:21][O:15][CH2:14][C@@:2]2([CH3:1])[O:7][C:6]3=[N:8][C:9]([N+:11]([O-:13])=[O:12])=[CH:10][N:5]3[CH2:4][CH2:3]2)=[CH:19][CH:18]=1 |f:2.3|. Procedure: Alkylation of (S)-alcohol 162 with 4-bromobenzyl bromide (1.35 equiv.) and NaH (1.55 equiv.) as in Example 2UU above for 3 h, followed by chromatography of the product on silica gel, eluting with CH2Cl2 (foreruns) and then with 1% EtOAc/CH2Cl2, gave (7S)-7-{[(4-bromobenzyl)oxy]methyl}-7-methyl-2-nitro-6,7-dihydro-5H-imidazo[2,1-b][1,3]oxazine (163) (373 mg, 61%) as a white solid: mp (CH2Cl2/hexane) 159-161° C.; 1H NMR (CDCl3) δ 7.46 (dt, J=8.4, 2.1 Hz, 2H), 7.39 (s, 1H), 7.12 (dt, J=8.4, 2.1 Hz,... Starting materials: ClC1=CC=C(C=C1)C1=NC=2C(=NC=CC2)N1CC(=O)O (2-(4-chlorophenyl)-3H-imidazo[4,5-b]pyridine-3-acetic acid), C(=O)(N1C=NC=C1)N1C=NC=C1 (1,1'-carbonyldiimidazole), NCCC1N(CCC1)C (2-(2-aminoethyl)-1-methylpyrrolidine). Solvent: O1CCCC1 (tetrahydrofuran), O1CCCC1 (tetrahydrofuran). Run at time 2 hour. Product: ClC1=CC=C(C=C1)C1=NC=2C(=NC=CC2)N1CC(=O)NCCC1N(CCC1)C (2-(4-Chlorophenyl)-N-[2-(1-methyl-2-pyrrolidinyl)ethyl]-3H-imidazo[4,5-b]pyridine-3-acetamide). The yield is 64.4%. Reaction SMILES: [Cl:1][C:2]1[CH:7]=[CH:6][C:5]([C:8]2[N:16]([CH2:17][C:18]([OH:20])=O)[C:11]3=[N:12][CH:13]=[CH:14][CH:15]=[C:10]3[N:9]=2)=[CH:4][CH:3]=1.C(N1C=CN=C1)(N1C=CN=C1)=O.[NH2:33][CH2:34][CH2:35][CH:36]1[CH2:40][CH2:39][CH2:38][N:37]1[CH3:41]>O1CCCC1>[Cl:1][C:2]1[CH:3]=[CH:4][C:5]([C:8]2[N:16]([CH2:17][C:18]([NH:33][CH2:34][CH2:35][CH:36]3[CH2:40][CH2:39][CH2:38][N:37]3[CH3:41])=[O:20])[C:11]3=[N:12][CH:13]=[CH:14][CH:15]=[C:10]3[N:9]=2)=[CH:6][CH:7]=1. Procedure details: A suspension of 2-(4-chlorophenyl)-3H-imidazo[4,5-b]pyridine-3-acetic acid (5.0 g, 0.0174 mole), 1,1'-carbonyldiimidazole (2.82 g, 0.0174 mole) and dry tetrahydrofuran (100 ml) was stirred at room temperature for two hours with nitrogen bubbling through it. A solution of 2-(2-aminoethyl)-1-methylpyrrolidine (5.6 g, 0.0435 mole) in tetrahydrofuran (6 ml) was added and the reaction mixture was stirred at room temperature overnight under a nitrogen atmosphere. The solvents were removed under reduce...